This data is from the Open Reaction Database (ORD), a public repository of structured organic reaction records. The task is: describe an organic reaction: reactants, conditions, products, and yield Starting materials: Cc1cc(CCC(=O)OC(C)(C)C)ccc1-c1noc(-c2ccc(OC(C)C)c(C#N)c2)n1, ClCCl, O=C(O)C(F)(F)F. The product is Cc1cc(CCC(=O)O)ccc1-c1noc(-c2ccc(OC(C)C)c(C#N)c2)n1. Reaction SMILES: [C:1](#[N:2])[c:3]1[cH:4][c:5](-[c:13]2[n:14][c:15](-[c:18]3[c:19]([CH3:33])[cH:20][c:21]([CH2:24][CH2:25][C:26](=[O:27])[O:28][C:29]([CH3:30])([CH3:31])[CH3:32])[cH:22][cH:23]3)[n:16][o:17]2)[cH:6][cH:7][c:8]1[O:9][CH:10]([CH3:11])[CH3:12].[Cl:34][CH2:35][Cl:36].[F:37][C:38]([F:39])([F:40])[C:41]([OH:42])=[O:43]>>[C:1](#[N:2])[c:3]1[cH:4][c:5](-[c:13]2[n:14][c:15](-[c:18]3[c:19]([CH3:33])[cH:20][c:21]([CH2:24][CH2:25][C:26](=[O:27])[OH:28])[cH:22][cH:23]3)[n:16][o:17]2)[cH:6][cH:7][c:8]1[O:9][CH:10]([CH3:11])[CH3:12]. The reactants are ClCCl, COc1ccc(Oc2c(C)cc([N+](=O)[O-])cc2C)cc1, [Cl-], [Cl-], [Cl-], [Cl-], O=C(Cl)c1ccc(F)cc1, [Ti+4]. The product is COc1ccc(Oc2c(C)cc([N+](=O)[O-])cc2C)cc1C(=O)c1ccc(F)cc1. RXN SMILES: [CH2:31]([Cl:32])[Cl:33].[CH3:1][O:2][c:3]1[cH:4][cH:5][c:6]([O:7][c:8]2[c:9]([CH3:18])[cH:10][c:11]([N+:15](=[O:16])[O-:17])[cH:12][c:13]2[CH3:14])[cH:19][cH:20]1.[Cl-:34].[Cl-:35].[Cl-:36].[Cl-:37].[F:21][c:22]1[cH:23][cH:24][c:25]([C:26](=[O:27])[Cl:28])[cH:29][cH:30]1.[Ti+4:38]>>[CH3:1][O:2][c:3]1[cH:4][cH:5][c:6]([O:7][c:8]2[c:9]([CH3:18])[cH:10][c:11]([N+:15](=[O:16])[O-:17])[cH:12][c:13]2[CH3:14])[cH:19][c:20]1[C:26]([c:25]1[cH:24][cH:23][c:22]([F:21])[cH:30][cH:29]1)=[O:27].